This data is from the Open Reaction Database (ORD), a public repository of structured organic reaction records. The task is: describe an organic reaction: reactants, conditions, products, and yield Yields the product ClC=1C(=CC2=C(N(C(=N2)S(=O)(=O)C)COCC[Si](C)(C)C)C1)C1=CC=C(C=C1)C=1NN=CC1 (6-Chloro-2-methanesulfonyl-5-[4-(2H-pyrazol-3-yl)-phenyl]-1-(2-trimethylsilanyl-ethoxymethyl)-1H-benzoimidazole). The solvent is C(C)#N (ACN), CCOC(=O)C (EtOAc). Conditions: temperature 130 celsius. As a reaction SMILES: [Cl:1][C:2]1[C:3](I)=[CH:4][C:5]2[N:9]=[C:8]([S:10]([CH3:13])(=[O:12])=[O:11])[N:7]([CH2:14][O:15][CH2:16][CH2:17][Si:18]([CH3:21])([CH3:20])[CH3:19])[C:6]=2[CH:22]=1.[N:24]1[NH:25][C:26]([C:29]2[CH:34]=[CH:33][C:32](B(O)O)=[CH:31][CH:30]=2)=[CH:27][CH:28]=1.O1CCOCC1.C([O-])([O-])=O.[K+].[K+]>CCOC(C)=O.C(#N)C.C1C=CC([P]([Pd]([P](C2C=CC=CC=2)(C2C=CC=CC=2)C2C=CC=CC=2)([P](C2C=CC=CC=2)(C2C=CC=CC=2)C2C=CC=CC=2)[P](C2C=CC=CC=2)(C2C=CC=CC=2)C2C=CC=CC=2)(C2C=CC=CC=2)C2C=CC=CC=2)=CC=1>[Cl:1][C:2]1[C:3]([C:32]2[CH:31]=[CH:30][C:29]([C:26]3[NH:25][N:24]=[CH:28][CH:27]=3)=[CH:34][CH:33]=2)=[CH:4][C:5]2[N:9]=[C:8]([S:10]([CH3:13])(=[O:12])=[O:11])[N:7]([CH2:14][O:15][CH2:16][CH2:17][Si:18]([CH3:21])([CH3:20])[CH3:19])[C:6]=2[CH:22]=1 |f:3.4.5,^1:62,64,83,102|. Starting materials: O1CCOCC1 (dioxane), ClC=1C(=CC2=C(N(C(=N2)S(=O)(=O)C)COCC[Si](C)(C)C)C1)I (6-chloro-5-iodo-2-methanesulfonyl-1-(2-trimethylsilanyl-ethoxymethyl)-1H-benzoimidazole), ClC=1C(=CC2=C(N(C(=N2)S(=O)(=O)C)COCC[Si](C)(C)C)C1)I (6-chloro-5-iodo-2-methanesulfonyl-1-(2-trimethylsilanyl-ethoxymethyl)-1H-benzoimidazole), N=1NC(=CC1)C1=CC=C(C=C1)B(O)O (4-(2H-pyrazol-3-yl)-phenylboronic acid), C(=O)([O-])[O-].[K+].[K+] (K2CO3), Thiol. Procedure: A 5 mL Biotage™ microwave vial was charged with 6-chloro-5-iodo-2-methanesulfonyl-1-(2-trimethylsilanyl-ethoxymethyl)-1H-benzoimidazole (Intermediate 5, 73.2 mg, 0.150 mmol), 4-(2H-pyrazol-3-yl)-phenylboronic acid (33.9 mg, 0.180 mmol) and Pd(PPh3)4 (8.7 mg, 5 mol %) followed by dioxane (1.5 mL) and 1M aqueous K2CO3 (180 uL). The resulting suspension was heated in a microwave synthesizer (Biotage Initiator™) at 130° C. for 10 min. The suspension was then diluted with EtOAc (5 mL) and washed with... The reagents and catalysts are C=1C=CC(=CC1)[P](C=2C=CC=CC2)(C=3C=CC=CC3)[Pd]([P](C=4C=CC=CC4)(C=5C=CC=CC5)C=6C=CC=CC6)([P](C=7C=CC=CC7)(C=8C=CC=CC8)C=9C=CC=CC9)[P](C=1C=CC=CC1)(C=1C=CC=CC1)C=1C=CC=CC1 (Pd(PPh3)4). The reactants are COC(=O)C1=NC(=NC(=C1Br)N)C1=C(C(=C(C=C1)Cl)OC)F (6-Amino-5-bromo-2-(4-chloro-2-fluoro-3-methoxyphenyl)-pyrimidine-4-carboxylic acid methyl ester), O (water), C(=C\C)/B(O)O (trans-propenyl boronic acid), [F-].[Cs+] (cesium fluoride). The reagents and catalysts are Cl[Pd]([P](C1=CC=CC=C1)(C2=CC=CC=C2)C3=CC=CC=C3)([P](C4=CC=CC=C4)(C5=CC=CC=C5)C6=CC=CC=C6)Cl (bis(triphenylphosphine)palladium(II) dichloride). Run in COCCOC (1,2-dimethoxyethane). Yields the product COC(=O)C1=NC(=NC(=C1\C=C\C)N)C1=C(C(=C(C=C1)Cl)OC)F (6-Amino-2-(4-chloro-2-fluoro-3-methoxyphenyl)-5-((E)-propenyl)pyrimidine-4-carboxylic acid methyl ester). Reaction SMILES: [CH3:1][O:2][C:3]([C:5]1[C:10](Br)=[C:9]([NH2:12])[N:8]=[C:7]([C:13]2[CH:18]=[CH:17][C:16]([Cl:19])=[C:15]([O:20][CH3:21])[C:14]=2[F:22])[N:6]=1)=[O:4].[CH:23](/B(O)O)=[CH:24]\[CH3:25].[F-].[Cs+].O>COCCOC.Cl[Pd](Cl)([P](C1C=CC=CC=1)(C1C=CC=CC=1)C1C=CC=CC=1)[P](C1C=CC=CC=1)(C1C=CC=CC=1)C1C=CC=CC=1>[CH3:1][O:2][C:3]([C:5]1[C:10](/[CH:23]=[CH:24]/[CH3:25])=[C:9]([NH2:12])[N:8]=[C:7]([C:13]2[CH:18]=[CH:17][C:16]([Cl:19])=[C:15]([O:20][CH3:21])[C:14]=2[F:22])[N:6]=1)=[O:4] |f:2.3,^1:40,59|. Reported procedure: 6-Amino-5-bromo-2-(4-chloro-2-fluoro-3-methoxyphenyl)-pyrimidine-4-carboxylic acid methyl ester (400 mg, 1.02 mmol), trans-propenyl boronic acid (2132 mg, 1.54 mmol), bis(triphenylphosphine)palladium(II) dichloride (72 mg, 0.1 mmol), and cesium fluoride (311 mg, 2.05 mmol) were combined in 1,2-dimethoxyethane (2 mL) and water (2 mL) and heated at 100° C. for 15 min in a CEM microwave reactor. The cooled reaction mixture was partitioned between ethyl acetate and water; and the organic phase was d... Reactants: ClC1=CC=2C3(C4=CC=CC=C4C(C2C=C1)C3)C=O (2-chloro-9-formyl-9,10-dihydro-9,10-methanoanthracene), OC1(CCNCC1)C1=CC=CC=C1 (4-hydroxy-4-phenylpiperidine). The product is ClC1=CC=2C3(C4=CC=CC=C4C(C2C=C1)C3)CN3CCC(CC3)(O)C3=CC=CC=C3 (1-(2-Chloro-9,10-dihydro-9,10-methanoanthracen-9-ylmethyl)-4-phenylpiperidin-4-ol), hydrochloride salt. The yield is 32.0%. As a reaction SMILES: [Cl:1][C:2]1[CH:15]=[CH:14][C:13]2[CH:12]3[CH2:16][C:5]([CH:17]=O)([C:6]4[C:11]3=[CH:10][CH:9]=[CH:8][CH:7]=4)[C:4]=2[CH:3]=1.[OH:19][C:20]1([C:26]2[CH:31]=[CH:30][CH:29]=[CH:28][CH:27]=2)[CH2:25][CH2:24][NH:23][CH2:22][CH2:21]1>>[Cl:1][C:2]1[CH:15]=[CH:14][C:13]2[CH:12]3[CH2:16][C:5]([CH2:17][N:23]4[CH2:24][CH2:25][C:20]([C:26]5[CH:31]=[CH:30][CH:29]=[CH:28][CH:27]=5)([OH:19])[CH2:21][CH2:22]4)([C:6]4[C:11]3=[CH:10][CH:9]=[CH:8][CH:7]=4)[C:4]=2[CH:3]=1. Procedure: Using a procedure similar to that described in example 21 except starting with 2-chloro-9-formyl-9,10-dihydro-9,10-methanoanthracene (described in example 1i) and 4-hydroxy-4-phenylpiperidine, the title compound hydrochloride salt was obtained in 32% yield as a white powder, mp 260°-261° C. elemental The reactants are COC(=O)C(C(=O)OC)OC(=O)C1(OC2=C(O1)C=CC(=C2)CC(C)N(CC(O)C2=CC(=CC=C2)Cl)C(=O)OC(C)(C)C)C(=O)O (5-(2-{tert-butoxycarbonyl-[2-(3-chloro-phenyl)-2-hydroxy-ethyl]-amino}-propyl)-benzo[1,3]dioxole-2,2-dicarboxylic acid bis-methoxycarbonyl-methyl ester), FC(C(=O)O)(F)F (trifluoroacetic acid), FC(C(=O)O)(F)F (trifluoroacetic acid). The solvent is C(Cl)Cl (CH2Cl2). Reaction conditions: temperature 23 celsius, time 1 hour. Yields the product COC(=O)C(C(=O)OC)OC(=O)C1(OC2=C(O1)C=CC(=C2)CC(C)NCC(O)C2=CC(=CC=C2)Cl)C(=O)O (5-{2-[2-(3-Chloro-phenyl)-2-hydroxy-ethylamino]-propyl}-benzo[1,3]-dioxole-2,2-dicarboxylic acid bis-methoxycarbonylmethyl ester). Yield: 52.5%. As a reaction SMILES: [CH3:1][O:2][C:3]([CH:5]([O:10][C:11]([C:13]1([C:43]([OH:45])=[O:44])[O:17][C:16]2[CH:18]=[CH:19][C:20]([CH2:22][CH:23]([N:25](C(OC(C)(C)C)=O)[CH2:26][CH:27]([C:29]3[CH:34]=[CH:33][CH:32]=[C:31]([Cl:35])[CH:30]=3)[OH:28])[CH3:24])=[CH:21][C:15]=2[O:14]1)=[O:12])[C:6]([O:8][CH3:9])=[O:7])=[O:4].FC(F)(F)C(O)=O>C(Cl)Cl>[CH3:9][O:8][C:6]([CH:5]([O:10][C:11]([C:13]1([C:43]([OH:45])=[O:44])[O:17][C:16]2[CH:18]=[CH:19][C:20]([CH2:22][CH:23]([NH:25][CH2:26][CH:27]([C:29]3[CH:34]=[CH:33][CH:32]=[C:31]([Cl:35])[CH:30]=3)[OH:28])[CH3:24])=[CH:21][C:15]=2[O:14]1)=[O:12])[C:3]([O:2][CH3:1])=[O:4])=[O:7]. Reported procedure: To a stirred solution of 5-(2-{tert-butoxycarbonyl-[2-(3-chloro-phenyl)-2-hydroxy-ethyl]-amino}-propyl)-benzo[1,3]dioxole-2,2-dicarboxylic acid bis-methoxycarbonyl-methyl ester (330 mg, 0.50 mmol) and CH2Cl2 (10 mL) was added trifluoroacetic acid (0.08 mL, 113 mg, 0.99 mmol). After stirring at 23° C. for 1 h, additional trifluoroacetic acid (0.08 mL, 113 mg, 0.99 mmol) was added. After a total of 22 h, the mixture was quenched with 5 mL of sat. aq. NaHCO3, and extracted with 3×30 mL of EtOAc. Th... The reactants are COC1=C(N)C=C(C=C1)[N+](=O)[O-] (2-methoxy-5-nitroaniline), CS(=O)(=O)Cl (methanesulfonyl chloride), Cl (hydrochloric acid). Run in N1=CC=CC=C1 (pyridine), N1=CC=CC=C1 (pyridine). Conditions: time 1 hour. The product is COC1=C(C=C(C=C1)[N+](=O)[O-])NS(=O)(=O)C (2-Methoxy-5-nitro-methanesulfonylaminobenzene). The yield is 71.0%. RXN SMILES: [CH3:1][O:2][C:3]1[CH:9]=[CH:8][C:7]([N+:10]([O-:12])=[O:11])=[CH:6][C:4]=1[NH2:5].[CH3:13][S:14](Cl)(=[O:16])=[O:15].Cl>N1C=CC=CC=1>[CH3:1][O:2][C:3]1[CH:9]=[CH:8][C:7]([N+:10]([O-:12])=[O:11])=[CH:6][C:4]=1[NH:5][S:14]([CH3:13])(=[O:16])=[O:15]. Procedure details: To a solution of 2-methoxy-5-nitroaniline (5 g) in pyridine (25 ml) at 0° C. was added dropwise methanesulfonyl chloride (3.5 ml) then pyridine (0.5 ml). The mixture was left at 0° C. for 1 hour, then brought to RT for 2 h. The mixture was poured onto ice (100 g) and dilute hydrochloric acid (3M, 100 ml), the solid formed was filtered then washed with water to give 2-Methoxy-5-nitro-methanesulfonylaminobenzene (5.2 g, 71%) as an off-white crystalline solid. Reactants: [H-].[Na+] (Sodium hydride), CS(=O)C (dimethyl sulfoxide), CS(=O)C (DMSO), C(C)(C)(C)OC(=O)N1CC(CC1)OS(=O)(=O)C1=CC=C(C=C1)C (3-(toluene-4-sulfonyloxy)pyrrolidine-1-carboxylic acid tert-butyl ester), ClC=1C=C(C=CC1Cl)NC1=CC=C(C=C1)F ((3,4-dichlorophenyl)-(4-fluorophenyl)amine). Run in C(C)(=O)OCC (Ethyl acetate). Reaction conditions: temperature 60 celsius, time 1 hour. The product is C(C)(C)(C)OC(=O)N1CC(CC1)N(C1=CC=C(C=C1)F)C1=CC(=C(C=C1)Cl)Cl (3-[(3,4-dichlorophenyl)-(4-fluorophenyl)amino]pyrrolidine-1-carboxylic acid tert-butyl ester). Isolated yield 17.5%. Reaction SMILES: [H-].[Na+].CS(C)=O.[Cl:7][C:8]1[CH:9]=[C:10]([NH:15][C:16]2[CH:21]=[CH:20][C:19]([F:22])=[CH:18][CH:17]=2)[CH:11]=[CH:12][C:13]=1[Cl:14].[C:23]([O:27][C:28]([N:30]1[CH2:34][CH2:33][CH:32](OS(C2C=CC(C)=CC=2)(=O)=O)[CH2:31]1)=[O:29])([CH3:26])([CH3:25])[CH3:24]>C(OCC)(=O)C>[C:23]([O:27][C:28]([N:30]1[CH2:34][CH2:33][CH:32]([N:15]([C:10]2[CH:11]=[CH:12][C:13]([Cl:14])=[C:8]([Cl:7])[CH:9]=2)[C:16]2[CH:21]=[CH:20][C:19]([F:22])=[CH:18][CH:17]=2)[CH2:31]1)=[O:29])([CH3:26])([CH3:24])[CH3:25] |f:0.1|. Procedure: Sodium hydride (0.19 g, 60% in oil) was added to 10 ml of dimethyl sulfoxide (DMSO) and stirred at 60° C. for one hour. Subsequently, 1.0 g of (3,4-dichlorophenyl)-(4-fluorophenyl)amine was added to the mixture and stirred at 60° C. for one hour. A DMSO solution containing 2.0 g of 3-(toluene-4-sulfonyloxy)pyrrolidine-1-carboxylic acid tert-butyl ester was gradually added to the mixture and stirred at 60° C. for 15 hours. Ethyl acetate was added to the reaction solution. The solution was then wa...